Dataset: the Open Reaction Database (ORD), a public repository of structured organic reaction records. Task: describe an organic reaction: reactants, conditions, products, and yield Starting materials: COCCOc1c(Br)cc(C(O)c2ccccc2)cc1OC, CC[SiH](CC)CC, ClCCl. Product: COCCOc1c(Br)cc(Cc2ccccc2)cc1OC. As a reaction SMILES: [Br:1][c:2]1[cH:3][c:4]([CH:15]([OH:16])[c:17]2[cH:18][cH:19][cH:20][cH:21][cH:22]2)[cH:5][c:6]([O:13][CH3:14])[c:7]1[O:8][CH2:9][CH2:10][O:11][CH3:12].[CH2:23]([SiH:24]([CH2:25][CH3:26])[CH2:27][CH3:28])[CH3:29].[CH2:30]([Cl:31])[Cl:32]>>[Br:1][c:2]1[cH:3][c:4]([CH2:15][c:17]2[cH:18][cH:19][cH:20][cH:21][cH:22]2)[cH:5][c:6]([O:13][CH3:14])[c:7]1[O:8][CH2:9][CH2:10][O:11][CH3:12]. The reactants are BrC(C(=O)O)C (2-bromopropionic acid), C1(CCCCC1)N=C=NC1CCCCC1 (Dicyclohexylcarbodimide), C(CO)O (ethylene glycol), N1=CC=CC=C1 (pyridine), [Na+].[Cl-].O (NaCl water). Solvent: CC(=O)C (Acetone), CCOC(=O)C (AcOEt). Conditions: time 8 hour. Product: BrC(C(=O)OCCO)C (2-Hvdroxyethyl 2-Bromopropionate). Yield: 42.5%. RXN SMILES: C1(N=C=NC2CCCCC2)CCCCC1.[CH2:16]([OH:19])[CH2:17][OH:18].N1C=CC=CC=1.[Br:26][CH:27]([CH3:31])[C:28](O)=[O:29].[Na+].[Cl-].O>CCOC(C)=O.CC(C)=O>[Br:26][CH:27]([CH3:31])[C:28]([O:18][CH2:17][CH2:16][OH:19])=[O:29] |f:4.5.6|. Procedure: Dicyclohexylcarbodimide (4.1 g, 20 mmol), anhydrous ethylene glycol (5.0 g, 81 mmol), and pyridine (1 ml, 12 mmol) were charged into a vial. Acetone (14 ml) and 2-bromopropionic acid (1.5 ml, 16.7 mmol) were added while cooling the vial down with an ice bath to control the exothermic reaction. After stirring the vial's contents overnight, undissolved by-products were removed by filtration. To the filtered reaction mixture were added AcOEt (20 ml) and saturated NaCl water (15 ml) followed by shak... The reactants are S(=O)(Cl)Cl (thionyl chloride), C1C(CC2=CC=CC=C12)CC(=O)O ((indan-2-yl)acetic acid), N (ammonia). Solvent: C(C)(=O)OCC (ethyl acetate), C(Cl)Cl (methylene chloride). Conditions: time 4 hour. Product: C1C(CC2=CC=CC=C12)CC(=O)N ((indan-2-yl)acetamide). Yield: 95.0%. RXN SMILES: [CH2:1]1[C:9]2[C:4](=[CH:5][CH:6]=[CH:7][CH:8]=2)[CH2:3][CH:2]1[CH2:10][C:11]([OH:13])=O.S(Cl)(Cl)=O.[NH3:18]>C(Cl)Cl.C(OCC)(=O)C>[CH2:1]1[C:9]2[C:4](=[CH:5][CH:6]=[CH:7][CH:8]=2)[CH2:3][CH:2]1[CH2:10][C:11]([NH2:18])=[O:13]. Reported procedure: 35.3 g (0.20 mol) of (indan-2-yl)acetic acid was dissolved in 350 ml methylene chloride, to which was added 26.5 g (0.22 mol) of thionyl chloride and stirred for 4 hours at room temperature, followed by refluxing for further 1.5 hours. After cooled and condensed under reduced pressure, the obtained oily residue was dissolved in 100 ml ethyl acetate and added dropwise to 200 ml conc. aqueous ammonia while stirred vigorously under ice-cooling. After stirring for 20 minutes, the precipitates were c... Starting materials: C(CCCCCCCC=C)O (dec-9-en-1-ol), C1(=CC=CC=C1)P(C1=CC=CC=C1)C1=CC=CC=C1 (triphenylphosphine), C1CC(=O)N(C1=O)Br (NBS). Run in CN(C)C=O (DMF). Conditions: temperature 0 celsius, time 30 minute. The product is BrCCCCCCCCC=C (10-bromo-dec-1-ene). The yield is 80.5%. As a reaction SMILES: [CH2:1](O)[CH2:2][CH2:3][CH2:4][CH2:5][CH2:6][CH2:7][CH2:8][CH:9]=[CH2:10].C1(P(C2C=CC=CC=2)C2C=CC=CC=2)C=CC=CC=1.C1C(=O)N([Br:38])C(=O)C1>CN(C=O)C>[Br:38][CH2:1][CH2:2][CH2:3][CH2:4][CH2:5][CH2:6][CH2:7][CH2:8][CH:9]=[CH2:10]. Procedure details: To a solution of dec-9-en-1-ol (1.22 g, 7.82 mmol) in DMF (18 mL) was added triphenylphosphine (2.30 g, 8.77 mmol). The solution was cooled to 0° C. and NBS (1.52 g, 8.54 mmol) was added in portions. After stirring for 30 min at room temperature, the reaction was quenched with methanol (0.8 mL). The solution was diluted with ether (80 mL), washed with water, saturated aqueous NaHCO3 and brine successively. The organic layer was dried and concentrated. The residue was purified by flash chromatogr... The reactants are FC(C1=CC=C(C=C1)B(O)O)(F)F (4-trifluoromethylphenyl boronic acid), COC(CCC1=C(C=C(C=C1)OC1=CC(=CC=C1)OC1=C(C=C(C=C1)C(F)(F)F)Br)C)=O (3-{4-[3-(2-bromo-4-trifluoromethyl-phenoxy)-phenoxy]-2-methyl-phenyl}-propionic acid methyl ester). The product is FC(C=1C=CC(=C(C1)C1=CC=C(C=C1)C(F)(F)F)OC=1C=C(OC2=CC(=C(C=C2)CCC(=O)O)C)C=CC1)(F)F (3-{4-[3-(5,4′-Bis-trifluoromethyl-biphenyl-2-yloxy)-phenoxy]-2-methyl-phenyl}-propionic acid). As a reaction SMILES: [F:1][C:2]([F:13])([F:12])[C:3]1[CH:8]=[CH:7][C:6](B(O)O)=[CH:5][CH:4]=1.C[O:15][C:16](=[O:45])[CH2:17][CH2:18][C:19]1[CH:24]=[CH:23][C:22]([O:25][C:26]2[CH:31]=[CH:30][CH:29]=[C:28]([O:32]C3C=CC(C(F)(F)F)=CC=3Br)[CH:27]=2)=[CH:21][C:20]=1[CH3:44]>>[F:1][C:2]([F:13])([F:12])[C:3]1[CH:8]=[CH:7][C:6]([O:32][C:28]2[CH:27]=[C:26]([CH:31]=[CH:30][CH:29]=2)[O:25][C:22]2[CH:23]=[CH:24][C:19]([CH2:18][CH2:17][C:16]([OH:45])=[O:15])=[C:20]([CH3:44])[CH:21]=2)=[C:5]([C:6]2[CH:7]=[CH:8][C:3]([C:2]([F:13])([F:12])[F:1])=[CH:4][CH:5]=2)[CH:4]=1. Reported procedure: The title compound is prepared according to Example 89 by using 4-trifluoromethylphenyl boronic acid and 3-{4-[3-(2-bromo-4-trifluoromethyl-phenoxy)-phenoxy]-2-methyl-phenyl}-propionic acid methyl ester to afford about 99 mg (62%). 1H NMR (400 MHz, CDCl3); MS (ES+) m/z mass calcd for C30H22O4F6 560, found 561 (M+1, 100%). Reactants: C(C)(=O)Cl (Acetyl chloride), CN1C=NC=2C(=NC(=CC21)C2=CC(=C(C=C2)OCCCNC)C(F)(F)F)C#N (1-methyl-6-(4-(3-(methylamino)propoxy)-3-(trifluoromethyl)phenyl)-1H-imidazo[4,5-c]pyridine-4-carbonitrile), C(C)(C)N(CC)C(C)C (diisopropylethylamine). Run in C1CCOC1 (THF). Conditions: time 1 hour. Yields the product C(C)(=O)N(C)CCCOC1=C(C=C(C=C1)C1=CC2=C(C(=N1)C#N)N=CN2C)C(F)(F)F (6-{-4-[3-(N-acetyl-N-methylamino)propoxy]-3-(trifluoromethyl)phenyl}-1-methyl-1H-imidazo[4,5-c]pyridine-4-carbonitrile). RXN SMILES: [C:1](Cl)(=[O:3])[CH3:2].[CH3:5][N:6]1[C:14]2[CH:13]=[C:12]([C:15]3[CH:20]=[CH:19][C:18]([O:21][CH2:22][CH2:23][CH2:24][NH:25][CH3:26])=[C:17]([C:27]([F:30])([F:29])[F:28])[CH:16]=3)[N:11]=[C:10]([C:31]#[N:32])[C:9]=2[N:8]=[CH:7]1.C(N(C(C)C)CC)(C)C>C1COCC1>[C:1]([N:25]([CH2:24][CH2:23][CH2:22][O:21][C:18]1[CH:19]=[CH:20][C:15]([C:12]2[N:11]=[C:10]([C:31]#[N:32])[C:9]3[N:8]=[CH:7][N:6]([CH3:5])[C:14]=3[CH:13]=2)=[CH:16][C:17]=1[C:27]([F:30])([F:29])[F:28])[CH3:26])(=[O:3])[CH3:2]. Procedure: Acetyl chloride (0.011 ml) was added dropwise to a solution of 1-methyl-6-(4-(3-(methylamino)propoxy)-3-(trifluoromethyl)phenyl)-1H-imidazo[4,5-c]pyridine-4-carbonitrile (20 mg) and diisopropylethylamine (0.045 ml) in THF (2 ml). The reaction mixture was stirred at room temperature for 1 hour. The product was then purified by acidic prep HPLC to give 6-{-4-[3-(N-acetyl-N-methylamino)propoxy]-3-(trifluoromethyl)phenyl}-1-methyl-1H-imidazo[4,5-c]pyridine-4-carbonitrile (9.2 mg).